This data is from the Open Reaction Database (ORD), a public repository of structured organic reaction records. The task is: describe an organic reaction: reactants, conditions, products, and yield Solvent: CC(=O)C (acetone). The product is COC1=NC(=NC(=C1)OC)OC1=C(C(=O)OC)C(=CC=C1)C=NOC(C)C(=O)OCC (methyl 2-[(4,6-dimethoxypyrimidin-2-yl)oxy]-6-[(1-ethoxycarbonylethyl)oxyiminomethyl)benzoate). Procedure: 2.0 g of methyl 2-[(4,6-dimethoxypyrimidin-2-yl)oxy]-6-hydroxyiminomethylbenzoate, 3 ml of ethyl 2-bromopropionate and 0.9 g of silver oxide (I) were place in a 50 ml eggplant type flask, and were allowed to stand for one night at room temperature. 10 ml of acetone and 10 g of silica gel were added to the resultant reaction liquor, and the acetone was distilled off under reduced pressure. The resultant product was purified by column chromatography to obtain 0.7 g of the aimed compound (refractiv... RXN SMILES: [CH3:1][O:2][C:3]1[CH:8]=[C:7]([O:9][CH3:10])[N:6]=[C:5]([O:11][C:12]2[CH:21]=[CH:20][CH:19]=[C:18]([CH:22]=[N:23][OH:24])[C:13]=2[C:14]([O:16][CH3:17])=[O:15])[N:4]=1.Br[CH:26]([CH3:32])[C:27]([O:29][CH2:30][CH3:31])=[O:28]>[Ag]=O.CC(C)=O>[CH3:1][O:2][C:3]1[CH:8]=[C:7]([O:9][CH3:10])[N:6]=[C:5]([O:11][C:12]2[CH:21]=[CH:20][CH:19]=[C:18]([CH:22]=[N:23][O:24][CH:26]([C:27]([O:29][CH2:30][CH3:31])=[O:28])[CH3:32])[C:13]=2[C:14]([O:16][CH3:17])=[O:15])[N:4]=1. The reagents and catalysts are [Ag]=O (silver oxide). The reactants are COC1=NC(=NC(=C1)OC)OC1=C(C(=O)OC)C(=CC=C1)C=NO (methyl 2-[(4,6-dimethoxypyrimidin-2-yl)oxy]-6-hydroxyiminomethylbenzoate), BrC(C(=O)OCC)C (ethyl 2-bromopropionate). Isolated yield 27.0%.